Dataset: the Open Reaction Database (ORD), a public repository of structured organic reaction records. Task: describe an organic reaction: reactants, conditions, products, and yield Procedure: To a suspension of 60% NaH in mineral oil (16 g) in 1 L THF was added triethyl 4-phosphonocrotonate (100 g). The resulting solution was stirred for 2 hr, and then a solution of 2,4-dichlorobenzaldehyde (54 g) in 200 mL THF was added thereto. The mixture was stirred at room temperature for 1 hr. The reaction was quenched by the addition of 1 L of aq. NH4Cl and the THF was evaporated. The mixture was extracted with 4×200 ml ethyl acetate and the combined organic layer washed with water, brine and ... Run in C1CCOC1 (THF), C1CCOC1 (THF). The product is C(C)OC(C=CC=CC1=C(C=C(C=C1)Cl)Cl)=O (5-(2,4-dichloro-phenyl)-penta-2,4-dienoic acid ethyl ester). Reaction SMILES: [H-].[Na+].[CH3:3][CH2:4][O:5][C:6](/[CH:8]=[CH:9]/[CH2:10]P(OCC)(OCC)=O)=[O:7].[Cl:19][C:20]1[CH:27]=[C:26]([Cl:28])[CH:25]=[CH:24][C:21]=1[CH:22]=O>C1COCC1>[CH2:4]([O:5][C:6](=[O:7])[CH:8]=[CH:9][CH:10]=[CH:22][C:21]1[CH:24]=[CH:25][C:26]([Cl:28])=[CH:27][C:20]=1[Cl:19])[CH3:3] |f:0.1|. Yield: 31.0%. Starting materials: ClC1=C(C=O)C=CC(=C1)Cl (2,4-dichlorobenzaldehyde), [H-].[Na+] (NaH), oil, CCOC(=O)/C=C/CP(=O)(OCC)OCC (triethyl 4-phosphonocrotonate). Conditions: time 2 hour. Starting materials: S(O)(O)(=O)=O (sulfuric acid), OC(CCSC)C#N (1-hydroxy-3-(methylthio)propanecarbonitrile), CC(=O)C (acetone), C(C)(=O)OC(C)=O (acetic anhydride). The solvent is C(C)(=O)O (acetic acid), C(C)(=O)O (acetic acid). Conditions: temperature 110 celsius, time 15 minute. The product is CC1(OC(C(N1)=O)CCSC)C (2,2-dimethyl-5-(2-(methylthio)ethyl)-4-oxazolidinone). The yield is 29.6%. As a reaction SMILES: [OH:1][CH:2]([C:7]#[N:8])[CH2:3][CH2:4][S:5][CH3:6].[CH3:9][C:10]([CH3:12])=O.C(OC(=O)C)(=[O:15])C.S(=O)(=O)(O)O>C(O)(=O)C>[CH3:9][C:10]1([CH3:12])[NH:8][C:7](=[O:15])[CH:2]([CH2:3][CH2:4][S:5][CH3:6])[O:1]1. Procedure details: In a 100 mL three-neck flask, 13.1 g of 96% strength 1-hydroxy-3-(methylthio)propanecarbonitrile (11) (0.1 mol) and 7.0 g of acetone (0.12 mol) were dissolved in 30 mL of glacial acetic acid at 10° C. Then, 5 mL of acetic anhydride (0.05 mol) were slowly added dropwise. Subsequently, a mixture of 10 mL of conc. sulfuric acid and 10 mL of glacial acetic acid was added slowly at 0° C. During this it must be ensured that the entire reaction solution does not become warmer than 0° C. This produced a... The reactants are BrC1=C(C=CC(=C1)Cl)C#C[Si](C)(C)C ([(2-bromo-4-chlorophenyl)ethynyl](trimethyl)silane), COC1=NC=CC(=C1)B(O)O ((2-methoxypyridin-4-yl)boronic acid), C([O-])([O-])=O.[K+].[K+] (potassium carbonate), [1,1-bis(diphenylphosphino)ferrocene]palladium(II) chloride monodichloromethane. Solvent: O1CCOCC1 (dioxane). The product is ClC=1C=CC(=C(C1)C1=CC(=NC=C1)OC)C#C[Si](C)(C)C (4-{5-Chloro-2-[(trimethylsilyl)ethynyl]phenyl}-2-methoxypyridine). RXN SMILES: Br[C:2]1[CH:7]=[C:6]([Cl:8])[CH:5]=[CH:4][C:3]=1[C:9]#[C:10][Si:11]([CH3:14])([CH3:13])[CH3:12].[CH3:15][O:16][C:17]1[CH:22]=[C:21](B(O)O)[CH:20]=[CH:19][N:18]=1.C(=O)([O-])[O-].[K+].[K+]>O1CCOCC1>[Cl:8][C:6]1[CH:5]=[CH:4][C:3]([C:9]#[C:10][Si:11]([CH3:14])([CH3:13])[CH3:12])=[C:2]([C:21]2[CH:20]=[CH:19][N:18]=[C:17]([O:16][CH3:15])[CH:22]=2)[CH:7]=1 |f:2.3.4|. Procedure details: A solution of 333 mg (1.16 mmol) of [(2-bromo-4-chlorophenyl)ethynyl](trimethyl)silane, 195 mg (1.28 mmol, 1.1 eq.) of (2-methoxypyridin-4-yl)boronic acid, 401 mg (2.9 mmol, 2.5 eq.) of potassium carbonate and 14 mg (0.02 mmol, 0.015 eq.) of [1,1-bis(diphenylphosphino)ferrocene]palladium(II) chloride/monodichloromethane adduct in 18 ml of dioxane was irradiated in a microwave at 130° C. for 15 min. The reaction mixture was then filtered through Celite and the residue was washed with dioxane. The... Starting materials: O=C([O-])[O-], CCOCC, ClCCl, CO, CO, CCO, Cc1ccccc1, CCNC1(C(N)=O)CN(c2ccnc3c(I)c(-c4ccccc4Cl)nn23)C1, OB(O)c1ccc(Cl)cc1, [Na+], [Na+], c1ccc(P(c2ccccc2)(c2ccccc2)[Pd](P(c2ccccc2)(c2ccccc2)c2ccccc2)(P(c2ccccc2)(c2ccccc2)c2ccccc2)P(c2ccccc2)(c2ccccc2)c2ccccc2)cc1. The product is CCNC1(C(N)=O)CN(c2ccnc3c(-c4ccc(Cl)cc4)c(-c4ccccc4Cl)nn23)C1. As a reaction SMILES: [C:38](=[O:39])([O-:40])[O-:41].[CH2:138]([O:139][CH2:140][CH3:141])[CH3:142].[CH2:46]([Cl:47])[Cl:48].[CH3:136][OH:137].[CH3:44][OH:45].[CH3:49][CH2:50][OH:51].[CH3:52][c:53]1[cH:54][cH:55][cH:56][cH:57][cH:58]1.[Cl:1][c:2]1[c:3](-[c:8]2[n:9][n:10]3[c:11]([n:12][cH:13][cH:14][c:15]3[N:16]3[CH2:17][C:18]([C:20](=[O:21])[NH2:22])([NH:23][CH2:24][CH3:25])[CH2:19]3)[c:26]2[I:27])[cH:4][cH:5][cH:6][cH:7]1.[Cl:28][c:29]1[cH:30][cH:31][c:32]([B:35]([OH:36])[OH:37])[cH:33][cH:34]1.[Na+:42].[Na+:43].[cH:59]1[cH:60][cH:61][c:62]([P:63]([Pd:64]([P:65]([c:66]2[cH:67][cH:68][cH:69][cH:70][cH:71]2)([c:72]2[cH:73][cH:74][cH:75][cH:76][cH:77]2)[c:78]2[cH:79][cH:80][cH:81][cH:82][cH:83]2)([P:84]([c:85]2[cH:86][cH:87][cH:88][cH:89][cH:90]2)([c:91]2[cH:92][cH:93][cH:94][cH:95][cH:96]2)[c:97]2[cH:98][cH:99][cH:100][cH:101][cH:102]2)[P:103]([c:104]2[cH:105][cH:106][cH:107][cH:108][cH:109]2)([c:110]2[cH:111][cH:112][cH:113][cH:114][cH:115]2)[c:116]2[cH:117][cH:118][cH:119][cH:120][cH:121]2)([c:122]2[cH:123][cH:124][cH:125][cH:126][cH:127]2)[c:128]2[cH:129][cH:130][cH:131][cH:132][cH:133]2)[cH:134][cH:135]1>>[Cl:1][c:2]1[c:3](-[c:8]2[n:9][n:10]3[c:11]([n:12][cH:13][cH:14][c:15]3[N:16]3[CH2:17][C:18]([C:20](=[O:21])[NH2:22])([NH:23][CH2:24][CH3:25])[CH2:19]3)[c:26]2-[c:32]2[cH:31][cH:30][c:29]([Cl:28])[cH:34][cH:33]2)[cH:4][cH:5][cH:6][cH:7]1. As a reaction SMILES: [CH3:1][NH:2][C:3]([C:5]1[CH:13]=[C:12]2[C:8]([CH:9]=[CH:10][N:11]2[CH:14]2[CH2:19][CH2:18][NH:17][CH2:16][CH2:15]2)=[CH:7][CH:6]=1)=[O:4].[CH3:20][O:21][C:22]1[C:33]([CH2:34][CH:35]=O)=[CH:32][C:25]2[N:26]([CH3:31])[C:27](=[O:30])[O:28][CH2:29][C:24]=2[CH:23]=1.C(O[BH-](OC(=O)C)OC(=O)C)(=O)C.[Na+].C(=O)(O)[O-].[Na+]>C(Cl)Cl.C(O)(=O)C>[CH3:20][O:21][C:22]1[C:33]([CH2:34][CH2:35][N:17]2[CH2:18][CH2:19][CH:14]([N:11]3[C:12]4[C:8](=[CH:7][CH:6]=[C:5]([C:3]([NH:2][CH3:1])=[O:4])[CH:13]=4)[CH:9]=[CH:10]3)[CH2:15][CH2:16]2)=[CH:32][C:25]2[N:26]([CH3:31])[C:27](=[O:30])[O:28][CH2:29][C:24]=2[CH:23]=1 |f:2.3,4.5|. Reaction conditions: time 3 hour. The solvent is C(C)(=O)O (acetic acid), C(Cl)Cl (methylene chloride). Reported procedure: 80 mg of N-methyl-1-(piperidin-4-yl)-1H-indole-6-carboxamide and 83 mg of (6-methoxy-1-methyl-2-oxo-1,4-dihydro-2H-benz[d][1,3]oxazin-7-yl)acetaldehyde were dissolved in 6 ml of methylene chloride. Thereafter, 0.04 ml of acetic acid and 99 mg of sodium triacetoxyborohydride were added to the reaction solution, and the obtained mixture was then stirred at room temperature for 3 hours. Thereafter, a saturated sodium bicarbonate aqueous solution was added to the reaction solution, and then extracte... Isolated yield 95.2%. Product: COC1=CC2=C(N(C(OC2)=O)C)C=C1CCN1CCC(CC1)N1C=CC2=CC=C(C=C12)C(=O)NC (1-{1-[2-(6-Methoxy-1-methyl-2-oxo-1,4-dihydro-2H-benz[d](1,3)-oxazin-7-yl)ethyl]piperidin-4-yl}-N-methyl-1H-indole-6-carboxamide). Reactants: C([O-])(O)=O.[Na+] (sodium bicarbonate), C(C)(=O)O[BH-](OC(C)=O)OC(C)=O.[Na+] (sodium triacetoxyborohydride), CNC(=O)C1=CC=C2C=CN(C2=C1)C1CCNCC1 (N-methyl-1-(piperidin-4-yl)-1H-indole-6-carboxamide), COC1=CC2=C(N(C(OC2)=O)C)C=C1CC=O ((6-methoxy-1-methyl-2-oxo-1,4-dihydro-2H-benz[d][1,3]oxazin-7-yl)acetaldehyde). The reactants are CC(=O)Cl, Cc1ccc(OCC2CC2)c(-c2ncnc3c(C(=O)NC4CCNCC4)c[nH]c23)c1. The product is CC(=O)N1CCC(NC(=O)c2c[nH]c3c(-c4cc(C)ccc4OCC4CC4)ncnc23)CC1. Reaction SMILES: [CH3:31][C:32]([Cl:33])=[O:34].[NH:1]1[CH2:2][CH2:3][CH:4]([NH:7][C:8](=[O:9])[c:10]2[cH:11][nH:12][c:13]3[c:14]2[n:15][cH:16][n:17][c:18]3-[c:19]2[c:20]([O:26][CH2:27][CH:28]3[CH2:29][CH2:30]3)[cH:21][cH:22][c:23]([CH3:25])[cH:24]2)[CH2:5][CH2:6]1>>[N:1]1([C:32]([CH3:31])=[O:34])[CH2:2][CH2:3][CH:4]([NH:7][C:8](=[O:9])[c:10]2[cH:11][nH:12][c:13]3[c:14]2[n:15][cH:16][n:17][c:18]3-[c:19]2[c:20]([O:26][CH2:27][CH:28]3[CH2:29][CH2:30]3)[cH:21][cH:22][c:23]([CH3:25])[cH:24]2)[CH2:5][CH2:6]1. Product: C(C)OC(C(=CC1=C(C=C(C=C1)[N+](=O)[O-])C)C#N)=O (2-Cyano-3-(2-methyl-4-nitrophenyl)acrylic Acid Ethyl Ester). Procedure details: A mixture of 2-methyl-4-nitroaniline (38.0 g, 250 mmol), ethyl (ethoxymethylene)cyanoacetate (50.8 g, 300 mmol), and 200 ml of toluene was refluxed for 24 h, cooled, diluted with 1:1 ether-hexane, and filtered. The resulting white solid was washed with hexane-ether and dried to give 63.9 g, mp 180-210° C. Reaction SMILES: [CH3:1][C:2]1[CH:8]=[C:7]([N+:9]([O-:11])=[O:10])[CH:6]=[CH:5][C:3]=1N.C(O[CH:15]=[C:16]([C:22]#[N:23])[C:17]([O:19][CH2:20][CH3:21])=[O:18])C>C1(C)C=CC=CC=1>[CH2:20]([O:19][C:17](=[O:18])[C:16]([C:22]#[N:23])=[CH:15][C:3]1[CH:5]=[CH:6][C:7]([N+:9]([O-:11])=[O:10])=[CH:8][C:2]=1[CH3:1])[CH3:21]. Solvent: C1(=CC=CC=C1)C (toluene), ether-hexane. The reactants are CC1=C(N)C=CC(=C1)[N+](=O)[O-] (2-methyl-4-nitroaniline), C(C)OC=C(C(=O)OCC)C#N (ethyl (ethoxymethylene)cyanoacetate). Reactants: C1CCOC1, COC(=O)c1ccc(CON=Cc2ccc3c(c2)OCCO3)s1, [Li+], [OH-], O. Yields the product O=C(O)c1ccc(CON=Cc2ccc3c(c2)OCCO3)s1. As a reaction SMILES: [CH2:27]1[O:28][CH2:29][CH2:30][CH2:31]1.[CH3:1][O:2][C:3](=[O:4])[c:5]1[s:6][c:7]([CH2:10][O:11][N:12]=[CH:13][c:14]2[cH:15][c:16]3[c:17]([cH:22][cH:23]2)[O:18][CH2:19][CH2:20][O:21]3)[cH:8][cH:9]1.[Li+:25].[OH-:24].[OH2:26]>>[O:2]=[C:3]([OH:4])[c:5]1[s:6][c:7]([CH2:10][O:11][N:12]=[CH:13][c:14]2[cH:15][c:16]3[c:17]([cH:22][cH:23]2)[O:18][CH2:19][CH2:20][O:21]3)[cH:8][cH:9]1.